From a dataset of the Open Reaction Database (ORD), a public repository of structured organic reaction records. describe an organic reaction: reactants, conditions, products, and yield Reactants: C(CCC)[Sn](CCCC)(CCCC)Cl (tributyltin chloride), ClC1=CC(=C2C(=NNC2=C1)I)F (6-Chloro-4-fluoro-3-iodo-1H-indazole), [H-].[Na+] (sodium hydride), C(C)(C)[Mg]Cl (Isopropylmagnesium chloride), [Cl-].[NH4+] (ammonium chloride). Run in C1CCOC1 (THF), C(C)(=O)OCC (ethyl acetate). Reaction conditions: temperature -15 celsius, time 40 minute. The product is ClC1=CC(=C2C(=NNC2=C1)[Sn](CCCC)(CCCC)CCCC)F (6-chloro-4-fluoro-3-tributylstannanyl-1H-indazole). Reaction SMILES: [Cl:1][C:2]1[CH:10]=[C:9]2[C:5]([C:6](I)=[N:7][NH:8]2)=[C:4]([F:12])[CH:3]=1.[H-].[Na+].C([Mg]Cl)(C)C.[CH2:20]([Sn:24](Cl)([CH2:29][CH2:30][CH2:31][CH3:32])[CH2:25][CH2:26][CH2:27][CH3:28])[CH2:21][CH2:22][CH3:23].[Cl-].[NH4+]>C1COCC1.C(OCC)(=O)C>[Cl:1][C:2]1[CH:10]=[C:9]2[C:5]([C:6]([Sn:24]([CH2:25][CH2:26][CH2:27][CH3:28])([CH2:29][CH2:30][CH2:31][CH3:32])[CH2:20][CH2:21][CH2:22][CH3:23])=[N:7][NH:8]2)=[C:4]([F:12])[CH:3]=1 |f:1.2,5.6|. Procedure details: 6-Chloro-4-fluoro-3-iodo-1H-indazole (10.1 g, 34.1 mmol) was dissolved in THF (170 ml). The reaction flask was stirred in a water bath and sodium hydride (60% dispersion, 1.64 g, 40.9 mmol) was added. The mixture was stirred for 15 min then cooled in an ice/salt bath to −15° C. Isopropylmagnesium chloride (2.0 M in THF, 20.6 ml, 41.2 mmol) was added dropwise. After 40 min, tributyltin chloride (11.6 ml, 42.6 mmol) was slowly added and the reaction was allowed to warm to room temperature. After a... Starting materials: [Br-], CCOCC, [Li]C, [Cl-], ClCI, O=C(CCl)c1ccc(F)cc1F, [Li+], [NH4+], [Na+], C1CCOC1, [OH-]. The product is Fc1ccc(C2(CCl)CO2)c(F)c1. Reaction SMILES: [Br-:16].[CH2:24]([O:25][CH2:26][CH3:27])[CH3:28].[CH3:18][Li:19].[Cl-:20].[Cl:13][CH2:14][I:15].[Cl:1][CH2:2][C:3](=[O:4])[c:5]1[c:6]([F:12])[cH:7][c:8]([F:11])[cH:9][cH:10]1.[Li+:17].[NH4+:21].[Na+:23].[O:29]1[CH2:30][CH2:31][CH2:32][CH2:33]1.[OH-:22]>>[Cl:1][CH2:2][C:3]1([c:5]2[c:6]([F:12])[cH:7][c:8]([F:11])[cH:9][cH:10]2)[O:4][CH2:14]1. The reactants are 3methoxymethyl, NC1=CC=CC=C1 (aniline), FC(C(F)F)(OC=1C=C(C=O)C=CC1)F (3-(1,1,2,2-tetrafluoroethoxy)benzaldehyde), C(C)(=O)O (acetic acid), [BH-](OC(=O)C)(OC(=O)C)OC(=O)C.[Na+] (NaBH(OAc)3), crude product, FC(C1CO1)(F)F (1,1,1-trifluoro-2,3-epoxypropane). The reagents and catalysts are FC(S(=O)(=O)[O-])(F)F.[Yb+3].FC(S(=O)(=O)[O-])(F)F.FC(S(=O)(=O)[O-])(F)F (Ytterbium (III) trifluoromethanesulfonate). The solvent is ClC(C)Cl (dichloroethane), C(C)#N (acetonitrile). Reaction conditions: time 48 hour. Product: COCC=1C=C(C=CC1)N(CC(C(F)(F)F)O)CC1=CC(=CC=C1)OC(C(F)F)(F)F (3-[[3 -(methoxymethyl)phenyl][[3-(1,1,2,2-tetrafluoroethoxy)-phenyl]methyl]amino]-1,1,1-trifluoro-2-propanol). Yield: 97.0%. As a reaction SMILES: [NH2:1][C:2]1[CH:7]=[CH:6][CH:5]=[CH:4][CH:3]=1.[F:8][C:9]([F:22])([O:13][C:14]1[CH:15]=[C:16]([CH:19]=[CH:20][CH:21]=1)[CH:17]=O)[CH:10]([F:12])[F:11].[C:23]([OH:26])(=O)C.[BH-](OC(C)=O)(OC(C)=O)O[C:29](C)=O.[Na+].[F:41][C:42]([F:47])([F:46])[CH:43]1[O:45][CH2:44]1>ClC(Cl)C.C(#N)C.FC(F)(F)S([O-])(=O)=O.[Yb+3].FC(F)(F)S([O-])(=O)=O.FC(F)(F)S([O-])(=O)=O>[CH3:29][O:26][CH2:23][C:4]1[CH:3]=[C:2]([N:1]([CH2:17][C:16]2[CH:19]=[CH:20][CH:21]=[C:14]([O:13][C:9]([F:22])([F:8])[CH:10]([F:12])[F:11])[CH:15]=2)[CH2:44][CH:43]([OH:45])[C:42]([F:47])([F:46])[F:41])[CH:7]=[CH:6][CH:5]=1 |f:3.4,8.9.10.11|. Procedure: EX-514C) The 3methoxymethyl)aniline (1.85 g, 13.51 mmol) product from EX-514B and 3-(1,1,2,2-tetrafluoroethoxy)benzaldehyde (3 g, 13.5 mmol) were dissolved in 25 mL of dichloroethane and acetic acid (0.85 mL, 14.8 mmol), then solid NaBH(OAc)3 (3.73 g, 17.6 mmol) was added. The mixture was stirred at room temperature for 48 hours, then quenched with aqueous saturated sodium bicarbonate and diluted with ethyl acetate. The organic layer was washed with brine, then dried over MgSO4, and concentrated... Reported procedure: A mixture of 10 g of 2-methoxy-4′-aminobiphenyl, 4.4 g of iodine, 44 g of magnesium sulfate and 600 mL of acetone was heated in a sealed flask at 120° C. overnight. The reaction mixture was cooled down to room temperature and filtered through diatomaceous earth. The residue was rinsed with acetone and the solvent was evaporated in vacuo. The residue was purified by flash chromatography to yield 2.4 g of 6-(2-methoxyphenyl)-2,2,4-trimethyl-1,2-dihydroquinoline as a foam. Reaction SMILES: [CH3:1][O:2][C:3]1[CH:8]=[CH:7][CH:6]=[CH:5][C:4]=1[C:9]1[CH:14]=[CH:13][C:12]([NH2:15])=[CH:11][CH:10]=1.II.S([O-])([O-])(=O)=O.[Mg+2]>CC(C)=O>[CH3:1][O:2][C:3]1[CH:8]=[CH:7][CH:6]=[CH:5][C:4]=1[C:9]1[CH:10]=[C:11]2[C:12](=[CH:13][CH:14]=1)[NH:15][C:4]([CH3:9])([CH3:5])[CH:3]=[C:8]2[CH3:7] |f:2.3|. Yield: 34.2%. The product is COC1=C(C=CC=C1)C=1C=C2C(=CC(NC2=CC1)(C)C)C (6-(2-methoxyphenyl)-2,2,4-trimethyl-1,2-dihydroquinoline). The reactants are COC1=C(C=CC=C1)C1=CC=C(C=C1)N (2-methoxy-4′-aminobiphenyl), II (iodine), S(=O)(=O)([O-])[O-].[Mg+2] (magnesium sulfate). The solvent is CC(=O)C (acetone). Run at temperature 120 celsius. Reactants: N1C=CC2=CC=CC=C12 (indole), NC(CO)C(=O)O (DL-serine). The reagents and catalysts are [O-]S(=O)[O-].[Na+].[Na+] (Na2SO3), CC1=C(C(=C(C=N1)COP(=O)(O)O)C=O)O (pyridoxal phosphate). Solvent: CCC(CC)COC(C1=CC=CC=C1)(C2=CC=CC=C2)C(=O)N(C)CC[NH+](C)C.[Cl-] (X-100). Reaction conditions: temperature 30 celsius, time 72 hour. Product: N[C@@H](CC1=CNC2=CC=CC=C12)C(=O)O (L-tryptophan). Yield: 81.7%. Reaction SMILES: [NH:1]1[C:9]2[C:4](=[CH:5][CH:6]=[CH:7][CH:8]=2)[CH:3]=[CH:2]1.[NH2:10][CH:11]([C:14]([OH:16])=[O:15])[CH2:12]O>CCC(COC(C(N(CC[NH+](C)C)C)=O)(C1C=CC=CC=1)C1C=CC=CC=1)CC.[Cl-].[O-]S([O-])=O.[Na+].[Na+].CC1N=CC(COP(O)(O)=O)=C(C=O)C=1O>[NH2:10][C@H:11]([C:14]([OH:16])=[O:15])[CH2:12][C:3]1[C:4]2[C:9](=[CH:8][CH:7]=[CH:6][CH:5]=2)[NH:1][CH:2]=1 |f:2.3,4.5.6|. Reported procedure: In 50 g of Triton X-100 was dissolved 20 g of indole, and 36 g of DL-serine, 1 g of Na2SO3, 100 mg of pyridoxal phosphate and the above-mentioned two kinds of cells collected by centrifugal separation were added to the solution so that the entire volume was 1 l. The reaction liquid was shaken at a temperature of 30° C. and pH of 8.5 for 72 hours to effect reaction. After the reaction, 28.5 g of L-tryptophan was formed and accumulated in the reaction liquid (the yield was 41% based on serine). The reactants are C(C(=O)C1=CC=CC=C1)Br (phenacyl bromide), N1(CCCC1)C1=CCS(CC1)(=O)=O (5,6-dihydro-4-(1-pyrrolidinyl)-2H-thiopyran-1,1-dioxide), CN(C=O)C (dimethylformamide). The solvent is O (water). Reaction conditions: time 18 hour. Yields the product C(C(=O)C1=CC=CC=C1)C1S(CCC(C1)=O)(=O)=O (2-phenacyl-2,3,5,6-tetrahydrothiopyran-4-one- 1,1-dioxide). As a reaction SMILES: [CH2:1](Br)[C:2]([C:4]1[CH:9]=[CH:8][CH:7]=[CH:6][CH:5]=1)=[O:3].N1([C:16]2[CH2:21][CH2:20][S:19](=[O:23])(=[O:22])[CH2:18][CH:17]=2)CCCC1.CN(C)C=[O:27]>O>[CH2:1]([CH:20]1[CH2:21][C:16](=[O:27])[CH2:17][CH2:18][S:19]1(=[O:23])=[O:22])[C:2]([C:4]1[CH:9]=[CH:8][CH:7]=[CH:6][CH:5]=1)=[O:3]. Procedure details: 22.8 g (0.11 mole) of phenacyl bromide are added dropwise to a cold stirred solution of 23.0 g (0.11 mole) of 5,6-dihydro-4-(1-pyrrolidinyl)-2H-thiopyran-1,1-dioxide and 100 ml. of dimethylformamide. The mixture is stirred for 18 hours, diluted with water, and extracted with chloroform. The chloroform solution is dried over magnesium sulfate and concentrated to a solid. Chromatography on silica gel with a benzene and methanol mixture followed by recrystallization from methanol gives colorless cr...